Task: describe an organic reaction: reactants, conditions, products, and yield. Dataset: the Open Reaction Database (ORD), a public repository of structured organic reaction records The reactants are ClCCl, CC1(C)CCC(C)(C)c2cc(C(O)C#Cc3ccc(C(=O)O)cc3)ccc21. Product: CC1(C)CCC(C)(C)c2cc(C(=O)C#Cc3ccc(C(=O)O)cc3)ccc21. RXN SMILES: [Cl:28][CH2:29][Cl:30].[OH:1][CH:2]([C:3]#[C:4][c:5]1[cH:6][cH:7][c:8]([C:9](=[O:10])[OH:11])[cH:12][cH:13]1)[c:14]1[cH:15][c:16]2[c:21]([cH:22][cH:23]1)[C:20]([CH3:24])([CH3:25])[CH2:19][CH2:18][C:17]2([CH3:26])[CH3:27]>>[O:1]=[C:2]([C:3]#[C:4][c:5]1[cH:6][cH:7][c:8]([C:9](=[O:10])[OH:11])[cH:12][cH:13]1)[c:14]1[cH:15][c:16]2[c:21]([cH:22][cH:23]1)[C:20]([CH3:24])([CH3:25])[CH2:19][CH2:18][C:17]2([CH3:26])[CH3:27]. Reactants: COc1c(C(=O)NC2(C(C)OCc3ccccc3)CC2)ccc2[nH]nc(C=Cc3ccc(F)cc3)c12, C[Si](C)(C)I, CO, ClCCl. Product: COc1c(C(=O)NC2(CCO)CC2)ccc2[nH]nc(C=Cc3ccc(F)cc3)c12. RXN SMILES: [CH2:1]([O:2][CH:9]([CH3:3])[C:11]1([NH:14][C:15](=[O:16])[c:17]2[c:18]([O:35][CH3:36])[c:19]3[c:20]([CH:26]=[CH:27][c:28]4[cH:29][cH:30][c:31]([F:34])[cH:32][cH:33]4)[n:21][nH:22][c:23]3[cH:24][cH:25]2)[CH2:12][CH2:13]1)[c:4]1[cH:5][cH:6][cH:7][cH:8][cH:10]1.[CH3:37][Si:38]([I:39])([CH3:40])[CH3:41].[CH3:42][OH:43].[Cl:44][CH2:45][Cl:46]>>[CH2:9]([C:11]1([NH:14][C:15](=[O:16])[c:17]2[c:18]([O:35][CH3:36])[c:19]3[c:20]([CH:26]=[CH:27][c:28]4[cH:29][cH:30][c:31]([F:34])[cH:32][cH:33]4)[n:21][nH:22][c:23]3[cH:24][cH:25]2)[CH2:12][CH2:13]1)[CH2:42][OH:43]. Reactants: ClC(Cl)(Cl)Cl, Cc1ccccc1OC(F)(F)C(F)F, CC(C)(C#N)N=NC(C)(C)C#N, O=C1CCC(=O)N1Br. The product is FC(F)C(F)(F)Oc1ccccc1CBr. As a reaction SMILES: [Cl:35][C:36]([Cl:37])([Cl:38])[Cl:39].[F:1][C:2]([CH:3]([F:4])[F:5])([O:6][c:7]1[c:8]([CH3:13])[cH:9][cH:10][cH:11][cH:12]1)[F:14].[N:23]#[C:24][C:25]([N:26]=[N:27][C:28]([C:29]#[N:30])([CH3:31])[CH3:32])([CH3:33])[CH3:34].[O:15]=[C:16]1[N:17]([Br:22])[C:18](=[O:19])[CH2:20][CH2:21]1>>[F:1][C:2]([CH:3]([F:4])[F:5])([O:6][c:7]1[c:8]([CH2:13][Br:22])[cH:9][cH:10][cH:11][cH:12]1)[F:14]. The reactants are ClC=1C2=C(N=CN1)C=C(S2)C#C[Si](C)(C)C (4-chloro-6-trimethylsilanylethynyl-thieno[3,2-d]pyrimidine), [F-].C(CCC)[N+](CCCC)(CCCC)CCCC (tetrabutylammonium fluoride). Run in C1CCOC1 (THF). Run at temperature 0 celsius, time 5 minute. Yields the product ClC=1C2=C(N=CN1)C=C(S2)C#C (4-chloro-6-ethynyl-thieno[3,2-d]pyrimidine). As a reaction SMILES: [Cl:1][C:2]1[C:3]2[S:10][C:9]([C:11]#[C:12][Si](C)(C)C)=[CH:8][C:4]=2[N:5]=[CH:6][N:7]=1.[F-].C([N+](CCCC)(CCCC)CCCC)CCC>C1COCC1>[Cl:1][C:2]1[C:3]2[S:10][C:9]([C:11]#[CH:12])=[CH:8][C:4]=2[N:5]=[CH:6][N:7]=1 |f:1.2|. Reported procedure: To a solution of compound 48.1 (5.0 mmol) in THF (50 mL) was tetrabutylammonium fluoride (“TBAF”; 5.0 mmol; 1.0 M in THF) at 0° C. After stirring at 0° C. for 5 minutes, the reaction mixture was concentrated, diluted with EtOAc, washed with saturated sodium bicarbonate, brine and dried. The solvent was removed and the residue purified by flash column chromatography on silica gel to provide 4-chloro-6-ethynyl-thieno[3,2-d]pyrimidine (compound 48.2) in 92% yield. EIMS (m/z): calcd. for C8H3ClN2S (... Starting materials: CCN=C=NCCCN(C)C, O=C(O)c1ccc2c(C3CCCCC3)c3n(c2c1)CC(C(=O)N1CCC(N2CCOCC2)CC1)=Cc1ccccc1-3, CCN(C(C)C)C(C)C, ClCCl, Cl, NCc1ccccn1. The product is O=C(NCc1ccccn1)c1ccc2c(C3CCCCC3)c3n(c2c1)CC(C(=O)N1CCC(N2CCOCC2)CC1)=Cc1ccccc1-3. As a reaction SMILES: [CH3:60][N:61]([CH3:62])[CH2:63][CH2:64][CH2:65][N:66]=[C:67]=[N:68][CH2:69][CH3:70].[CH:1]1([c:7]2[c:8]3[cH:9][cH:10][c:11]([C:39](=[O:40])[OH:41])[cH:12][c:13]3[n:14]3[c:15]2-[c:16]2[c:17]([cH:35][cH:36][cH:37][cH:38]2)[CH:18]=[C:19]([C:21](=[O:22])[N:23]2[CH2:24][CH2:25][CH:26]([N:29]4[CH2:30][CH2:31][O:32][CH2:33][CH2:34]4)[CH2:27][CH2:28]2)[CH2:20]3)[CH2:2][CH2:3][CH2:4][CH2:5][CH2:6]1.[CH:42]([N:43]([CH2:44][CH3:45])[CH:46]([CH3:47])[CH3:48])([CH3:49])[CH3:50].[Cl:71][CH2:72][Cl:73].[ClH:59].[NH2:51][CH2:52][c:53]1[n:54][cH:55][cH:56][cH:57][cH:58]1>>[CH:1]1([c:7]2[c:8]3[cH:9][cH:10][c:11]([C:39](=[O:40])[NH:51][CH2:52][c:53]4[n:54][cH:55][cH:56][cH:57][cH:58]4)[cH:12][c:13]3[n:14]3[c:15]2-[c:16]2[c:17]([cH:35][cH:36][cH:37][cH:38]2)[CH:18]=[C:19]([C:21](=[O:22])[N:23]2[CH2:24][CH2:25][CH:26]([N:29]4[CH2:30][CH2:31][O:32][CH2:33][CH2:34]4)[CH2:27][CH2:28]2)[CH2:20]3)[CH2:2][CH2:3][CH2:4][CH2:5][CH2:6]1. The reactants are OC1=C(C(=O)OCCCCCC)C=CC(=C1)O (n-Hexyl 2,4-dihydroxybenzoate), C1(CCC(=O)O1)=O (succinic anhydride). Run in C(Cl)Cl (methylene chloride). Run at time 8 hour. Product: C(=O)(O)CCC(=O)OC1=CC(=C(C(=O)OCCCCCC)C=C1)O (n-hexyl 4-(3-carboxy-propionyloxy)-2-hydroxybenzoate). Reaction SMILES: [OH:1][C:2]1[CH:16]=[C:15]([OH:17])[CH:14]=[CH:13][C:3]=1[C:4]([O:6][CH2:7][CH2:8][CH2:9][CH2:10][CH2:11][CH3:12])=[O:5].[C:18]1(=[O:24])[O:23][C:21](=[O:22])[CH2:20][CH2:19]1>C(Cl)Cl>[C:21]([CH2:20][CH2:19][C:18]([O:17][C:15]1[CH:14]=[CH:13][C:3]([C:4]([O:6][CH2:7][CH2:8][CH2:9][CH2:10][CH2:11][CH3:12])=[O:5])=[C:2]([OH:1])[CH:16]=1)=[O:24])([OH:23])=[O:22]. Reported procedure: n-Hexyl 2,4-dihydroxybenzoate (2 g) is dissolved in 25 mL of methylene chloride. To the solution, 0.85 g of succinic anhydride and 1.05 g of 4-N,N-dimethylpyridene are added. The reaction mixture is allowed to stir at ambient conditions overnight. The reaction mixture is extracted with 1 N HCl, water and saturated sodium chloride solution. The organic layer is dried over anhydrous sodium sulfate. Solvent is removed under reduced pressure to yield the product as an off-white powder.